This data is from the Open Reaction Database (ORD), a public repository of structured organic reaction records. The task is: describe an organic reaction: reactants, conditions, products, and yield Reactants: ClCCl, CC(C)Nc1ccc2c(c1)C(=O)CC1CCN(C)CC1C2, [K+], NN, [OH-], O, O, OCCOCCO. Product: CC(C)Nc1ccc2c(c1)CCC1CCN(C)CC1C2. RXN SMILES: [CH2:35]([Cl:36])[Cl:37].[CH:1]([CH3:2])([CH3:3])[NH:4][c:5]1[cH:6][cH:7][c:8]2[c:9]([cH:21]1)[C:10](=[O:20])[CH2:11][CH:12]1[CH:13]([CH2:14][N:15]([CH3:18])[CH2:16][CH2:17]1)[CH2:19]2.[K+:26].[NH2:23][NH2:24].[OH-:25].[OH2:22].[OH2:34].[OH:27][CH2:28][CH2:29][O:30][CH2:31][CH2:32][OH:33]>>[CH:1]([CH3:2])([CH3:3])[NH:4][c:5]1[cH:6][cH:7][c:8]2[c:9]([cH:21]1)[CH2:10][CH2:11][CH:12]1[CH:13]([CH2:14][N:15]([CH3:18])[CH2:16][CH2:17]1)[CH2:19]2. Starting materials: NCC1(COC1)CO (3-aminomethyl-3-hydroxymethyloxetane), NC1=NC(=CC(=N1)Cl)Cl (2-amino-4,6-dichloropyrimidine), C(C)O (ethanol). The solvent is C(C)N(CC)CC (triethylamine). Yields the product NC1=NC(=CC(=N1)NCC1(COC1)CO)Cl (2-Amino-6-chloro-4-[[(3-hydroxymethyloxetan-3-yl)methyl]amino]-pyrimidine). The yield is 32.7%. As a reaction SMILES: [NH2:1][CH2:2][C:3]1([CH2:7][OH:8])[CH2:6][O:5][CH2:4]1.[NH2:9][C:10]1[N:15]=[C:14](Cl)[CH:13]=[C:12]([Cl:17])[N:11]=1.C(O)C>C(N(CC)CC)C>[NH2:9][C:10]1[N:15]=[C:14]([NH:1][CH2:2][C:3]2([CH2:7][OH:8])[CH2:6][O:5][CH2:4]2)[CH:13]=[C:12]([Cl:17])[N:11]=1. Reported procedure: A mixture of 3-aminomethyl-3-hydroxymethyloxetane (1.17 g, 0.01 mol), 2-amino-4,6-dichloropyrimidine (1.64 g, 0.01 mol), ethanol (40 ml) and triethylamine (4 ml) was refluxed for one day. The solvent was distilled away under reduced pressure and ethyl acetate was added to the residue. The mixture was washed with water and dried over anhydrous magnesium sulfate. The solvent was distilled away under reduced pressure and the residue was purified by silica gel column chromatography (chloroform:metha... Reactants: ClC1=CC=NC2=CC=C(C=C12)Br (4-chloro-6-bromoquinoline), C(C)(C)N(CC)C(C)C (diisopropylethylamine), mixture, CN1C(=NN=C1)S (4-methyl-4H-[1,2,4]triazole-3-thiol), CC1(C2=C(C(=CC=C2)P(C3=CC=CC=C3)C4=CC=CC=C4)OC5=C(C=CC=C51)P(C6=CC=CC=C6)C7=CC=CC=C7)C (Xantphos), CC=1C=CC=2N(N1)C(=NN2)S (6-methyl-[1,2,4]triazolo[4,3-b]pyridazine-3-thiol), ClC1=CC=NC2=CC=C(C=C12)SC1=NN=C2N1N=C(C=C2)C (4-chloro-6-(6-methyl-[1,2,4]triazolo[4,3-b]pyridazin-3-ylsulfanyl)-quinoline), BrC=1C=C2C(=CC=NC2=CC1)SC1=NN=C2N1N=C(C=C2)C (6-bromo-4-(6-methyl-[1,2,4]triazolo[4,3-b]pyridazin-3-ylsulfanyl)-quinoline). Reagents/catalysts: C=1C=CC(=CC1)/C=C/C(=O)/C=C/C2=CC=CC=C2.C=1C=CC(=CC1)/C=C/C(=O)/C=C/C2=CC=CC=C2.C=1C=CC(=CC1)/C=C/C(=O)/C=C/C2=CC=CC=C2.[Pd].[Pd] (Tris(dibenzylideneacetone)dipalladium). Solvent: CN(C)C=O (DMF), CN(C)C=O (DMF). Conditions: temperature 100 celsius, time 18 hour. Yields the product CC=1C=CC=2N(N1)C(=NN2)SC=2C=C1C(=CC=NC1=CC2)SC2=NN=CN2C (6-(6-methyl-[1,2,4]triazolo[4,3-b]pyridazin-3-ylsulfanyl)-4-(4-methyl-4H-[1,2,4]triazol-3-ylsulfanyl)-quinoline), solid. Isolated yield 78.0%. RXN SMILES: Cl[C:2]1[C:11]2[C:6](=[CH:7][CH:8]=[C:9](Br)[CH:10]=2)[N:5]=[CH:4][CH:3]=1.C(N(C(C)C)CC)(C)C.CC1(C)C2C(=C(P(C3C=CC=CC=3)C3C=CC=CC=3)C=CC=2)OC2C(P(C3C=CC=CC=3)C3C=CC=CC=3)=CC=CC1=2.[CH3:64][C:65]1[CH:66]=[CH:67][C:68]2[N:69]([C:71]([SH:74])=[N:72][N:73]=2)[N:70]=1.ClC1C2C(=CC=C(SC3N4N=C(C)C=CC4=NN=3)C=2)N=CC=1.BrC1C=C2C(=CC=1)N=CC=C2SC1N2N=C(C)C=CC2=NN=1.[CH3:119][N:120]1[CH:124]=[N:123][N:122]=[C:121]1[SH:125]>CN(C=O)C.C1C=CC(/C=C/C(/C=C/C2C=CC=CC=2)=O)=CC=1.C1C=CC(/C=C/C(/C=C/C2C=CC=CC=2)=O)=CC=1.C1C=CC(/C=C/C(/C=C/C2C=CC=CC=2)=O)=CC=1.[Pd].[Pd]>[CH3:64][C:65]1[CH:66]=[CH:67][C:68]2[N:69]([C:71]([S:74][C:9]3[CH:10]=[C:11]4[C:6](=[CH:7][CH:8]=3)[N:5]=[CH:4][CH:3]=[C:2]4[S:125][C:121]3[N:120]([CH3:119])[CH:124]=[N:123][N:122]=3)=[N:72][N:73]=2)[N:70]=1 |f:8.9.10.11.12|. Reported procedure: A solution of 4-chloro-6-bromoquinoline (1.6 g, 6.63 mmol), diisopropylethylamine (1.93 mL, 11.05 mmol) in DMF (20 mL) under nitrogen was degassed by bubbling in nitrogen for 30 min. Tris(dibenzylideneacetone)dipalladium (506 mg, 0.552 mmol), Xantphos (640 mg, 1.105 mmol), and 6-methyl-[1,2,4]triazolo[4,3-b]pyridazine-3-thiol (1.0 g, 5.525 mmol) were added. The reaction mixture was stirred at 100° C. for 18 h. The reaction mixture was cooled to room temperature, and partitioned between 1 N aqueo...